Dataset: the Open Reaction Database (ORD), a public repository of structured organic reaction records. Task: describe an organic reaction: reactants, conditions, products, and yield Reactants: C(C1=CC=CC=C1)(=O)O[C@@H]1[C@H](O[C@H]([C@@H]1OC)N1C2=NC=NC(=C2N=C1)NC(C1=CC=CC=C1)=O)\C=C\P(=O)(OC(C)C)OC(C)C ((2R,3R,4R,5R)-5-(6-benzamido-9H-purin-9-yl)-2-((E)-2-(diisopropoxyphosphoryl)vinyl)-4-methoxy-tetrahydrofuran-3-yl benzoate), C(C(C)C)(=O)NC=1NC(C=2N=CN(C2N1)C1C(C(C(O1)C=CP(=O)(O)O)OC(C1=CC=CC=C1)=O)OC)=O (Benzoic acid 5-(2-isobutyrylamino-6-oxo-1,6-dihydro-purin-9-yl)-4-methoxy-2-(2-phosphono-vinyl)-tetrahydro-furan-3-yl ester). RXN SMILES: [C:1]([O:9][C@H:10]1[C@@H:14]([O:15][CH3:16])[C@H:13]([N:17]2[CH:25]=[N:24][C:23]3[C:18]2=[N:19][CH:20]=[N:21][C:22]=3[NH:26][C:27](=[O:34])[C:28]2[CH:33]=[CH:32][CH:31]=[CH:30][CH:29]=2)[O:12][C@@H:11]1/[CH:35]=[CH:36]/[P:37]([O:43]C(C)C)([O:39]C(C)C)=[O:38])(=[O:8])[C:2]1[CH:7]=[CH:6][CH:5]=[CH:4][CH:3]=1.C(NC1NC(=O)C2N=CN(C3OC(C=CP(O)(O)=O)C(OC(=O)C4C=CC=CC=4)C3OC)C=2N=1)(=O)C(C)C>>[C:27]([NH:26][C:22]1[N:21]=[CH:20][N:19]=[C:18]2[C:23]=1[N:24]=[CH:25][N:17]2[C@@H:13]1[O:12][C@H:11](/[CH:35]=[CH:36]/[P:37](=[O:38])([OH:39])[OH:43])[C@@H:10]([O:9][C:1](=[O:8])[C:2]2[CH:3]=[CH:4][CH:5]=[CH:6][CH:7]=2)[C@H:14]1[O:15][CH3:16])(=[O:34])[C:28]1[CH:29]=[CH:30][CH:31]=[CH:32][CH:33]=1. Yields the product C(C1=CC=CC=C1)(=O)NC1=C2N=CN(C2=NC=N1)[C@H]1[C@@H]([C@@H]([C@H](O1)/C=C/P(O)(O)=O)OC(C1=CC=CC=C1)=O)OC ((E)-2-((2R,3R,4R,5R)-5-(6-benzamido-9H-purin-9-yl)-3-(benzoyloxy)-4-methoxy-tetrahydrofuran-2-yl)vinylphosphonic acid). Reported procedure: Compound 21.3 (124 mg, 47.5% yield) was synthesized from compound 21.2 (300 mg, 0.462 mmol) using the procedure described for the synthesis of compound 16.8. Isolated yield 47.5%. Starting materials: C(C)OC(C=C(C)NC(C(=O)O)C1=CC(=C(C=C1)O)CN=[N+]=[N-])=O (α-(3-Ethoxy-1-methyl-3-oxo-1-propen-1-yl)amino-3-(azidomethyl)-4-hydroxybenzeneacetic acid), C(C)OC(=O)Cl (Ethylchloroformate), NC1C2SC(C(N2C1=O)C(=O)O)(C)C (6-amino-3,3-dimethyl-7-oxo-4-thia-1-azabicyclo[3.2.0]-heptane-2-carboxylic acid), O1CCCC1.O (THF water). Run in O1CCCC1 (tetrahydrofuran), C(C)N(CC)CC (triethylamine). Reaction conditions: temperature -10 celsius, time 30 minute. The product is NC(C(=O)NC1C2SC(C(N2C1=O)C(=O)O)(C)C)C1=CC(=C(C=C1)O)COC (6-[[Amino[4-hydroxy-3-(methoxymethyl)phenyl]acetyl]amino]-3,3-dimethyl-7-oxo-4-thia-1-azabicyclo[3.2.0]heptane-2-carboxylic acid). As a reaction SMILES: C(OC(=O)C=C([NH:8][CH:9]([C:13]1[CH:18]=[CH:17][C:16]([OH:19])=[C:15]([CH2:20]N=[N+]=[N-])[CH:14]=1)[C:10]([OH:12])=O)C)C.[CH2:25]([O:27]C(Cl)=O)C.[NH2:31][CH:32]1[C:38](=[O:39])[N:37]2[CH:33]1[S:34][C:35]([CH3:44])([CH3:43])[CH:36]2[C:40]([OH:42])=[O:41].O1CCCC1.O>C(N(CC)CC)C.O1CCCC1>[NH2:8][CH:9]([C:13]1[CH:18]=[CH:17][C:16]([OH:19])=[C:15]([CH2:20][O:27][CH3:25])[CH:14]=1)[C:10]([NH:31][CH:32]1[C:38](=[O:39])[N:37]2[CH:33]1[S:34][C:35]([CH3:44])([CH3:43])[CH:36]2[C:40]([OH:42])=[O:41])=[O:12] |f:3.4|. Procedure: α-(3-Ethoxy-1-methyl-3-oxo-1-propen-1-yl)amino-3-(azidomethyl)-4-hydroxybenzeneacetic acid (0.05 mole) is added to tetrahydrofuran (THF) at -10° C. Ethylchloroformate (0.05 mole) is slowly added with stirring while maintaining the temperature at -10° C. After 30 minutes, 6-amino-3,3-dimethyl-7-oxo-4-thia-1-azabicyclo[3.2.0]-heptane-2-carboxylic acid in 1 to 1 mixture of THF/water containing 0.05 mole of triethylamine is added to the thus formed solution. The mixture is stirred at -10° C. for abo...